Dataset: the Open Reaction Database (ORD), a public repository of structured organic reaction records. Task: describe an organic reaction: reactants, conditions, products, and yield Starting materials: O=C([O-])[O-], CCI, [Cs+], [Cs+], CCCc1ccnc(C(=O)O)c1N, O. Product: CCCc1ccnc(C(=O)OCC)c1N. RXN SMILES: [C:14](=[O:15])([O-:16])[O-:17].[CH2:20]([CH3:21])[I:22].[Cs+:18].[Cs+:19].[NH2:1][c:2]1[c:3]([C:11](=[O:12])[OH:13])[n:4][cH:5][cH:6][c:7]1[CH2:8][CH2:9][CH3:10].[OH2:23]>>[NH2:1][c:2]1[c:3]([C:11](=[O:12])[O:13][CH2:20][CH3:21])[n:4][cH:5][cH:6][c:7]1[CH2:8][CH2:9][CH3:10].